describe an organic reaction: reactants, conditions, products, and yield From a dataset of the Open Reaction Database (ORD), a public repository of structured organic reaction records. The reactants are ClCCC(=O)NC1=CC=2C(C3=CC(=CC=C3NC2C=C1)NC(CCCl)=O)=O (2,7-Bis(3-chloropropionamido)-9(10H)-acridone), N1CCCCC1 (piperidine). The product is N1(CCCCC1)CCC(=O)NC1=CC=2C(C3=CC(=CC=C3NC2C=C1)NC(CCN1CCCCC1)=O)=O (2,7-Bis[3-(piperidino)propionamido]-9(10H)-acridone). Reaction SMILES: Cl[CH2:2][CH2:3][C:4]([NH:6][C:7]1[CH:20]=[CH:19][C:18]2[NH:17][C:16]3[C:11](=[CH:12][C:13]([NH:21][C:22](=[O:26])[CH2:23][CH2:24]Cl)=[CH:14][CH:15]=3)[C:10](=[O:27])[C:9]=2[CH:8]=1)=[O:5].[NH:28]1[CH2:33][CH2:32][CH2:31][CH2:30][CH2:29]1>>[N:28]1([CH2:2][CH2:3][C:4]([NH:6][C:7]2[CH:20]=[CH:19][C:18]3[NH:17][C:16]4[C:11](=[CH:12][C:13]([NH:21][C:22](=[O:26])[CH2:23][CH2:24][N:17]5[CH2:18][CH2:9][CH2:10][CH2:11][CH2:16]5)=[CH:14][CH:15]=4)[C:10](=[O:27])[C:9]=3[CH:8]=2)=[O:5])[CH2:33][CH2:32][CH2:31][CH2:30][CH2:29]1. Reported procedure: Chloroamide 13 (400 mg, 1.0 mmol) was treated with piperidine (3 mL) according to the general aminolysis procedure to give the desired product BR-ACO-17 (300 mg, 61%) as a dark yellow solid. Reaction conditions: time 8 hour. Run in C(C)(C)(C)O (t-butanol), O (water). Yields the product COC1=CC=C(C2=CC=CC=C12)C(=O)O (4-methoxy-1-naphthoic acid). Isolated yield 54.8%. Reactants: COC1=CC=C(C2=CC=CC=C12)C=O (4-Methoxy-1-naphthaldehyde), Cl(=O)[O-].[Na+] (sodium chlorite), P(=O)(O)(O)[O-].[Na+] (sodium dihydrogen orthophosphate), CC(C)=CC (2-methyl-2-butene). RXN SMILES: [CH3:1][O:2][C:3]1[C:12]2[C:7](=[CH:8][CH:9]=[CH:10][CH:11]=2)[C:6]([CH:13]=[O:14])=[CH:5][CH:4]=1.CC(=CC)C.Cl([O-])=[O:21].[Na+].P([O-])(O)(O)=O.[Na+]>C(O)(C)(C)C.O>[CH3:1][O:2][C:3]1[C:12]2[C:7](=[CH:8][CH:9]=[CH:10][CH:11]=2)[C:6]([C:13]([OH:21])=[O:14])=[CH:5][CH:4]=1 |f:2.3,4.5|. Procedure details: 4-Methoxy-1-naphthaldehyde (10 g, 53.72 mmol) was dissolved in t-butanol (75 ml) and 2-methyl-2-butene (35 ml) was added at room temperature. A solution of sodium chlorite (7.99 g, 70.63 mmol) and sodium dihydrogen orthophosphate (9.15 g, 76.27 mmol) in water (50 ml) was added dropwise. The reaction mixture was stirred at room temperature overnight. The reaction mixture was concentrated in vacuo and the residue was washed with a solution of 2MHCl (100 ml) and the solid was filtered and washed wi... Starting materials: CO, ClCCl, Cl, C1COCCO1, COc1c(C)cnc(CN2N=C3CC(O)C4=C3C(=N2)C(N(C(=O)OC(C)(C)C)C(=O)OC(C)(C)C)=NSC4)c1C. Yields the product COc1c(C)cnc(CN2N=C3CC(O)C4=C3C(=N2)C(N)=NSC4)c1C. RXN SMILES: [CH3:51][OH:52].[Cl:41][CH2:42][Cl:43].[ClH:44].[O:45]1[CH2:46][CH2:47][O:48][CH2:49][CH2:50]1.[OH:1][CH:2]1[CH2:3][C:4]2=[N:29][N:28]([CH2:30][c:31]3[n:32][cH:33][c:34]([CH3:40])[c:35]([O:38][CH3:39])[c:36]3[CH3:37])[N:27]=[C:6]3[C:5]2=[C:11]1[CH2:10][S:9][N:8]=[C:7]3[N:12]([C:13]([O:14][C:15]([CH3:16])([CH3:17])[CH3:18])=[O:19])[C:20]([O:21][C:22]([CH3:23])([CH3:24])[CH3:25])=[O:26]>>[OH:1][CH:2]1[CH2:3][C:4]2=[N:29][N:28]([CH2:30][c:31]3[n:32][cH:33][c:34]([CH3:40])[c:35]([O:38][CH3:39])[c:36]3[CH3:37])[N:27]=[C:6]3[C:5]2=[C:11]1[CH2:10][S:9][N:8]=[C:7]3[NH2:12].